From a dataset of the Open Reaction Database (ORD), a public repository of structured organic reaction records. describe an organic reaction: reactants, conditions, products, and yield Starting materials: C[Si](C)(C)C=[N+]=[N-] ((Trimethylsilyl)diazomethane), solution, ClC1=NC=C(C(=O)O)C=C1[N+](=O)[O-] (6-chloro-5-nitronicotinic acid). Run in hexanes, CO (methanol), C(Cl)Cl (DCM). The product is ClC1=NC=C(C(=O)OC)C=C1[N+](=O)[O-] (methyl 6-chloro-5-nitronicotinate). Reaction SMILES: [CH3:1][Si](C=[N+]=[N-])(C)C.[Cl:8][C:9]1[C:17]([N+:18]([O-:20])=[O:19])=[CH:16][C:12]([C:13]([OH:15])=[O:14])=[CH:11][N:10]=1>CO.C(Cl)Cl>[Cl:8][C:9]1[C:17]([N+:18]([O-:20])=[O:19])=[CH:16][C:12]([C:13]([O:15][CH3:1])=[O:14])=[CH:11][N:10]=1. Reported procedure: (Trimethylsilyl)diazomethane (8.25 mL of a 2.00 M solution in hexanes, 16.5 mmol) was added in three portions to a stirred solution of 6-chloro-5-nitronicotinic acid (1.00 g, 4.95 mmol) in methanol (12.0 mL) and DCM (24.0 mL) at 0° C. The reaction mixture was quenched with TPA and concentrated in vacuo to afford the title compound i-2a. m/z (ES) 217 (MH)+. 1H NMR (500 MHz, CDCl3): δ 9.20 (d, 1H, J=2.1 Hz), 8.79 (d, 1H, J=2.1 Hz), 4.05 (s, 3H).